From a dataset of the Open Reaction Database (ORD), a public repository of structured organic reaction records. describe an organic reaction: reactants, conditions, products, and yield Starting materials: O=C1c2ccccc2C(=O)N1CCS(=O)(=O)Cl, CCOCC, ClCCl, CC(C)CNNC(=O)C(CC(C)C)C(CC=Cc1ccccc1)C(=O)NOC1CCCCO1, O=C1C=CC=C2C(=O)N(CC(=O)S(=O)(=O)Cl)C(=O)C12, c1ccncc1. Yields the product CC(C)CC(C(=O)NN(CC(C)C)S(=O)(=O)C(=O)CN1C(=O)C2=CC=CC(=O)C2C1=O)C(CC=Cc1ccccc1)C(=O)NOC1CCCCO1. As a reaction SMILES: [C:34]1(=[O:35])[N:36]([CH2:37][CH2:38][S:39]([Cl:40])(=[O:41])=[O:42])[C:43](=[O:44])[c:45]2[cH:46][cH:47][cH:48][cH:49][c:50]21.[CH3:79][CH2:80][O:81][CH2:82][CH3:83].[Cl:76][CH2:77][Cl:78].[O:1]1[CH:2]([O:7][NH:8][C:9](=[O:10])[CH:11]([CH2:12][CH:13]=[CH:14][c:15]2[cH:16][cH:17][cH:18][cH:19][cH:20]2)[CH:21]([C:22](=[O:23])[NH:24][NH:25][CH2:26][CH:27]([CH3:28])[CH3:29])[CH2:30][CH:31]([CH3:32])[CH3:33])[CH2:3][CH2:4][CH2:5][CH2:6]1.[O:57]=[C:58]([CH2:59][N:60]1[C:61](=[O:71])[C:62]2=[CH:69][CH:68]=[CH:67][C:66](=[O:70])[CH:63]2[C:64]1=[O:65])[S:72](=[O:73])(=[O:74])[Cl:75].[cH:51]1[cH:52][cH:53][n:54][cH:55][cH:56]1>>[O:1]1[CH:2]([O:7][NH:8][C:9](=[O:10])[CH:11]([CH2:12][CH:13]=[CH:14][c:15]2[cH:16][cH:17][cH:18][cH:19][cH:20]2)[CH:21]([C:22](=[O:23])[NH:24][N:25]([CH2:26][CH:27]([CH3:28])[CH3:29])[S:72]([C:58](=[O:57])[CH2:59][N:60]2[C:61](=[O:71])[C:62]3=[CH:69][CH:68]=[CH:67][C:66](=[O:70])[CH:63]3[C:64]2=[O:65])(=[O:73])=[O:74])[CH2:30][CH:31]([CH3:32])[CH3:33])[CH2:3][CH2:4][CH2:5][CH2:6]1. Starting materials: Cl, O=N[O-], CCc1cc2nc(N)c(-c3ccccc3)cc2c(CC)n1, [Na+], O. Yields the product CCc1cc2[nH]c(=O)c(-c3ccccc3)cc2c(CC)n1. As a reaction SMILES: [ClH:27].[N:1](=[O:2])[O-:3].[NH2:5][c:6]1[n:7][c:8]2[cH:9][c:10]([CH2:24][CH3:25])[n:11][c:12]([CH2:22][CH3:23])[c:13]2[cH:14][c:15]1-[c:16]1[cH:17][cH:18][cH:19][cH:20][cH:21]1.[Na+:4].[OH2:26]>>[O:2]=[c:6]1[nH:7][c:8]2[cH:9][c:10]([CH2:24][CH3:25])[n:11][c:12]([CH2:22][CH3:23])[c:13]2[cH:14][c:15]1-[c:16]1[cH:17][cH:18][cH:19][cH:20][cH:21]1. Starting materials: OC=1C=C(C(=O)O)C=CC1OC (3-hydroxy-4-methoxybenzoic acid), [OH-].[K+] (potassium hydroxide), ClC=1C=C(C=CC1Cl)C(F)(F)F (3,4-dichlorobenzotrifluoride), O (water). Reagents/catalysts: [Cu] (copper), [I-].[K+] (potassium iodide). Solvent: C1(=CC=CC=C1)C (toluene), CS(=O)C (dimethyl sulfoxide), CS(=O)C (dimethyl sulfoxide). Conditions: temperature 90 celsius, time 30 hour. The product is ClC1=C(OC=2C=C(C(=O)O)C=CC2OC)C=CC(=C1)C(F)(F)F (3-(2-chloro-4-trifluoromethylphenoxy)-4-methoxybenzoic acid). Isolated yield 83.6%. RXN SMILES: [OH:1][C:2]1[CH:3]=[C:4]([CH:8]=[CH:9][C:10]=1[O:11][CH3:12])[C:5]([OH:7])=[O:6].[OH-].[K+].O.[Cl:16][C:17]1[CH:18]=[C:19]([C:24]([F:27])([F:26])[F:25])[CH:20]=[CH:21][C:22]=1Cl>C1(C)C=CC=CC=1.CS(C)=O.[Cu].[I-].[K+]>[Cl:16][C:17]1[CH:18]=[C:19]([C:24]([F:25])([F:26])[F:27])[CH:20]=[CH:21][C:22]=1[O:1][C:2]1[CH:3]=[C:4]([CH:8]=[CH:9][C:10]=1[O:11][CH3:12])[C:5]([OH:7])=[O:6] |f:1.2,8.9|. Procedure: A mixture of 33.6 g (0.2 mol) of 3-hydroxy-4-methoxybenzoic acid and 26.8 g (0.4 mol) of potassium hydroxide (85%) in 200 ml of toluene and 200 ml of dimethyl sulfoxide is dewatered at 140° C. in a sulfonating flask equipped with a water separator. The toluene is distilled off and the mixture is then cooled to 90° C. and 43 g (0.2 mol) of 3,4-dichlorobenzotrifluoride, 1.1 g of potassium iodide and 0.2 g of copper filings in 20 ml of dimethyl sulfoxide are added. The mixture is kept for 30 hours ... Reactants: FC=1C=C(OCC=2C=NC=CC2)C=CC1[N+](=O)[O-] (3-(3-Fluoro-4-nitrophenoxymethyl)pyridine), [H-].[Na+] (sodium hydride), O[C@H](CCC(=O)OC(C)(C)C)C1=C(C=CC=C1)C (tert-butyl (R)-4-hydroxy-4-(2-methylphenyl)butanoate). Run in C1CCOC1 (THF), C1CCOC1 (THF). Yields the product CC1=C(C=CC=C1)[C@@H](CCC(=O)OC(C)(C)C)OC1=C(C=CC(=C1)OCC=1C=NC=CC1)[N+](=O)[O-] (tert-butyl (R)-4-(2-methylphenyl)-4-(2-nitro-5-(3-pyridylmethoxy)phenoxy)butanoate). Yield: 28.8%. RXN SMILES: F[C:2]1[CH:3]=[C:4]([CH:13]=[CH:14][C:15]=1[N+:16]([O-:18])=[O:17])[O:5][CH2:6][C:7]1[CH:8]=[N:9][CH:10]=[CH:11][CH:12]=1.[H-].[Na+].[OH:21][C@@H:22]([C:32]1[CH:37]=[CH:36][CH:35]=[CH:34][C:33]=1[CH3:38])[CH2:23][CH2:24][C:25]([O:27][C:28]([CH3:31])([CH3:30])[CH3:29])=[O:26]>C1COCC1>[CH3:38][C:33]1[CH:34]=[CH:35][CH:36]=[CH:37][C:32]=1[C@H:22]([O:21][C:2]1[CH:3]=[C:4]([O:5][CH2:6][C:7]2[CH:8]=[N:9][CH:10]=[CH:11][CH:12]=2)[CH:13]=[CH:14][C:15]=1[N+:16]([O-:18])=[O:17])[CH2:23][CH2:24][C:25]([O:27][C:28]([CH3:30])([CH3:29])[CH3:31])=[O:26] |f:1.2|. Procedure details: 3-(3-Fluoro-4-nitrophenoxymethyl)pyridine (1.53 g) is added to a stirred suspension of sodium hydride (0.48 g, 60% dispersion in mineral oil) in THF (50 mL) at ambient temperature. A solution of tert-butyl (R)-4-hydroxy-4-(2-methylphenyl)butanoate (3.08 g) in THF (30 mL) is added dropwise to the mixture over 2 hours. The reaction mixture is concentrated under reduced pressure and the residue partitioned between water (100 mL) and ethyl acetate (100 mL). The aqueous layer is extracted three times... Starting materials: NC1=CC(=C(C(=O)N[C@H](CO)CC2=CC=CC=C2)C=C1)\C=C\C1=CC=CC=C1 ((S)-4-amino-2(E-2-phenylethen-1-yl)-N-(3-phenylpropan-1-ol-2-yl)benzamide), NC1=CC(=C(C(=O)N[C@H](CO)CC2=CC=CC=C2)C=C1)\C=C\C1=CC=CC=C1 ((S)-4-amino-2(E-2-phenylethen-1-yl)-N-(3-phenylpropan-1-ol-2-yl)benzamide), C(C)(=O)OC(C)=O (acetic anhydride). Run in O1CCCC1 (tetrahydrofuran). Reaction conditions: time 16 hour. Product: C(C)(=O)NC1=CC(=C(C(=O)N[C@H](CO)CC2=CC=CC=C2)C=C1)\C=C\C1=CC=CC=C1 ((S)-4-Acetamido-2-(E-2-phenyl-1-ethenyl)-N-(3-phenylpropan-1-ol-2-yl)benzamide). Isolated yield 69.7%. Reaction SMILES: [NH2:1][C:2]1[CH:20]=[CH:19][C:5]([C:6]([NH:8][C@@H:9]([CH2:12][C:13]2[CH:18]=[CH:17][CH:16]=[CH:15][CH:14]=2)[CH2:10][OH:11])=[O:7])=[C:4](/[CH:21]=[CH:22]/[C:23]2[CH:28]=[CH:27][CH:26]=[CH:25][CH:24]=2)[CH:3]=1.[C:29](OC(=O)C)(=[O:31])[CH3:30]>O1CCCC1>[C:29]([NH:1][C:2]1[CH:20]=[CH:19][C:5]([C:6]([NH:8][C@@H:9]([CH2:12][C:13]2[CH:18]=[CH:17][CH:16]=[CH:15][CH:14]=2)[CH2:10][OH:11])=[O:7])=[C:4](/[CH:21]=[CH:22]/[C:23]2[CH:24]=[CH:25][CH:26]=[CH:27][CH:28]=2)[CH:3]=1)(=[O:31])[CH3:30]. Procedure: 1 g (2.7 mmol) of (S)-4-amino-2(E-2-phenylethen-1-yl)-N-(3-phenylpropan-1-ol-2-yl)benzamide (intermediate 43f) was suspended in 50 ml of tetrahydrofuran and mixed with 0.25 ml (2.7 mmol) of acetic anhydride at 100° C. The mixture was stirred for 16 h. The reaction was then concentrated under reduced pressure and the residue was recrystallized from ethanol. 0.78 g (71%) of the product was obtained. Starting materials: CC1(NC2=C(NC(C1)=O)C=CC=C2)C (4,4-dimethyl-1,3,4,5-tetrahydro-1,5-benzodiazepin-2(2H)-one), [N+](=O)([O-])C1=CC=C(C(=O)Cl)C=C1 (4-nitrobenzoyl chloride). The solvent is C(Cl)(Cl)Cl (chloroform), CN(C1=CC=CC=C1)C (N,N-dimethylaniline). Reaction conditions: temperature 150 celsius, time 9 hour. Product: CC1(N(C2=C(NC(C1)=O)C=CC=C2)C(C2=CC=C(C=C2)[N+](=O)[O-])=O)C (4,4-dimethyl-5-(4-nitrobenzoyl)-1,3,4,5-tetrahydro-1,5-benzodiazepin-2(2H)-one). Isolated yield 10.9%. Reaction SMILES: [CH3:1][C:2]1([CH3:14])[CH2:8][C:7](=[O:9])[NH:6][C:5]2[CH:10]=[CH:11][CH:12]=[CH:13][C:4]=2[NH:3]1.[N+:15]([C:18]1[CH:26]=[CH:25][C:21]([C:22](Cl)=[O:23])=[CH:20][CH:19]=1)([O-:17])=[O:16]>CN(C)C1C=CC=CC=1.C(Cl)(Cl)Cl>[CH3:1][C:2]1([CH3:14])[CH2:8][C:7](=[O:9])[NH:6][C:5]2[CH:10]=[CH:11][CH:12]=[CH:13][C:4]=2[N:3]1[C:22](=[O:23])[C:21]1[CH:20]=[CH:19][C:18]([N+:15]([O-:17])=[O:16])=[CH:26][CH:25]=1. Procedure details: To a solution of 4,4-dimethyl-1,3,4,5-tetrahydro-1,5-benzodiazepin-2(2H)-one (1.0 g) in N,N-dimethylaniline (20 ml) was added 4-nitrobenzoyl chloride (0.98 g) at ambient temperature. The mixture was stirred at 150° C. for 9 hours. The resulting mixture was diluted with chloroform and the organic layer was washed successively with 1N hydrochloric acid and saturated aqueous sodium bicarbonate. Drying, filtering and the removal of solvents afforded a crude product. The crude product was chromatogra... Reactants: Cc1ccc(-c2c(OCCO)nn(CCO[Si](C)(C)C(C)(C)C)c2NS(=O)(=O)c2ccc(C(C)(C)C)cc2)cc1, C1CCOC1, CS(=O)(=O)c1ncc(Cl)cn1, [H-], [Na+], CN(C)C=O, O=C(O)CC(O)(CC(=O)O)C(=O)O. Yields the product Cc1ccc(-c2c(OCCOc3ncc(Cl)cn3)nn(CCO[Si](C)(C)C(C)(C)C)c2NS(=O)(=O)c2ccc(C(C)(C)C)cc2)cc1. RXN SMILES: [C:3]([CH3:4])([CH3:5])([CH3:6])[c:7]1[cH:8][cH:9][c:10]([S:13](=[O:14])(=[O:15])[NH:16][c:17]2[c:18](-[c:36]3[cH:37][cH:38][c:39]([CH3:42])[cH:40][cH:41]3)[c:19]([O:32][CH2:33][CH2:34][OH:35])[n:20][n:21]2[CH2:22][CH2:23][O:24][Si:25]([CH3:26])([CH3:27])[C:28]([CH3:29])([CH3:30])[CH3:31])[cH:11][cH:12]1.[CH2:67]1[O:68][CH2:69][CH2:70][CH2:71]1.[Cl:43][c:44]1[cH:45][n:46][c:47]([S:50]([CH3:51])(=[O:52])=[O:53])[n:48][cH:49]1.[H-:1].[Na+:2].[O:72]=[CH:73][N:74]([CH3:75])[CH3:76].[OH:54][C:55]([CH2:56][C:57]([C:58](=[O:59])[OH:60])([CH2:61][C:62](=[O:63])[OH:64])[OH:65])=[O:66]>>[C:3]([CH3:4])([CH3:5])([CH3:6])[c:7]1[cH:8][cH:9][c:10]([S:13](=[O:14])(=[O:15])[NH:16][c:17]2[c:18](-[c:36]3[cH:37][cH:38][c:39]([CH3:42])[cH:40][cH:41]3)[c:19]([O:32][CH2:33][CH2:34][O:35][c:47]3[n:46][cH:45][c:44]([Cl:43])[cH:49][n:48]3)[n:20][n:21]2[CH2:22][CH2:23][O:24][Si:25]([CH3:26])([CH3:27])[C:28]([CH3:29])([CH3:30])[CH3:31])[cH:11][cH:12]1. The reactants are [BH4-], CC(=O)N(C)c1ccc(C(=O)O)cc1, CN1CCOCC1, COCCOC, CC(C)COC(=O)Cl, [Na+], CN(C)C=O, O. The product is CC(=O)N(C)c1ccc(CO)cc1. As a reaction SMILES: [BH4-:30].[C:1]([CH3:2])(=[O:3])[N:4]([CH3:5])[c:6]1[cH:7][cH:8][c:9]([C:10](=[O:11])[OH:12])[cH:13][cH:14]1.[CH3:15][N:16]1[CH2:17][CH2:18][O:19][CH2:20][CH2:21]1.[CH3:38][O:39][CH2:40][CH2:41][O:42][CH3:43].[Cl:22][C:23]([O:24][CH2:25][CH:26]([CH3:27])[CH3:28])=[O:29].[Na+:31].[O:33]=[CH:34][N:35]([CH3:36])[CH3:37].[OH2:32]>>[C:1]([CH3:2])(=[O:3])[N:4]([CH3:5])[c:6]1[cH:7][cH:8][c:9]([CH2:10][OH:11])[cH:13][cH:14]1.